Dataset: the Open Reaction Database (ORD), a public repository of structured organic reaction records. Task: describe an organic reaction: reactants, conditions, products, and yield The reactants are OCc1ccc(Br)cc1, [Li]CCCC, C1CCOC1, Clc1nc2ccccc2o1. The product is OCc1ccc(-c2nc3ccccc3o2)cc1. Reaction SMILES: [Br:6][c:7]1[cH:8][cH:9][c:10]([CH2:11][OH:12])[cH:13][cH:14]1.[CH2:1]([Li:2])[CH2:3][CH2:4][CH3:5].[CH2:25]1[O:26][CH2:27][CH2:28][CH2:29]1.[Cl:15][c:16]1[o:17][c:18]2[c:19]([n:20]1)[cH:21][cH:22][cH:23][cH:24]2>>[c:7]1(-[c:16]2[o:17][c:18]3[c:19]([n:20]2)[cH:21][cH:22][cH:23][cH:24]3)[cH:8][cH:9][c:10]([CH2:11][OH:12])[cH:13][cH:14]1. The reactants are Cn1nc(Cl)cc(Br)c1=O, O=C([O-])[O-], CS(=O)(=O)c1ccc(N)nc1, [Cs+], [Cs+], O=C(C=Cc1ccccc1)C=Cc1ccccc1, C1COCCO1, O=C(C=Cc1ccccc1)C=Cc1ccccc1, O=C(C=Cc1ccccc1)C=Cc1ccccc1, [Pd], [Pd], CC1(C)c2cccc(P(c3ccccc3)c3ccccc3)c2Oc2c(P(c3ccccc3)c3ccccc3)cccc21. RXN SMILES: [Br:1][c:2]1[c:3](=[O:10])[n:4]([CH3:9])[n:5][c:6]([Cl:8])[cH:7]1.[C:64](=[O:65])([O-:66])[O-:67].[CH3:11][S:12](=[O:13])(=[O:14])[c:15]1[cH:16][cH:17][c:18]([NH2:21])[n:19][cH:20]1.[Cs+:68].[Cs+:69].[O:114]=[C:115]([CH:116]=[CH:117][c:118]1[cH:119][cH:120][cH:121][cH:122][cH:123]1)[CH:124]=[CH:125][c:126]1[cH:127][cH:128][cH:129][cH:130][cH:131]1.[O:70]1[CH2:71][CH2:72][O:73][CH2:74][CH2:75]1.[O:78]=[C:79]([CH:80]=[CH:81][c:82]1[cH:83][cH:84][cH:85][cH:86][cH:87]1)[CH:88]=[CH:89][c:90]1[cH:91][cH:92][cH:93][cH:94][cH:95]1.[O:96]=[C:97]([CH:98]=[CH:99][c:100]1[cH:101][cH:102][cH:103][cH:104][cH:105]1)[CH:106]=[CH:107][c:108]1[cH:109][cH:110][cH:111][cH:112][cH:113]1.[Pd:76].[Pd:77].[c:22]1([P:23]([c:24]2[cH:25][cH:26][cH:27][cH:28][cH:29]2)[c:30]2[c:31]3[c:55]([cH:56][cH:57][cH:58]2)[C:52]([CH3:53])([CH3:54])[c:34]2[c:33]([c:38]([P:39]([c:40]4[cH:41][cH:42][cH:43][cH:44][cH:45]4)[c:46]4[cH:47][cH:48][cH:49][cH:50][cH:51]4)[cH:37][cH:36][cH:35]2)[O:32]3)[cH:59][cH:60][cH:61][cH:62][cH:63]1>>[c:2]1([NH:21][c:18]2[cH:17][cH:16][c:15]([S:12]([CH3:11])(=[O:13])=[O:14])[cH:20][n:19]2)[c:3](=[O:10])[n:4]([CH3:9])[n:5][c:6]([Cl:8])[cH:7]1. The product is Cn1nc(Cl)cc(Nc2ccc(S(C)(=O)=O)cn2)c1=O.